Task: describe an organic reaction: reactants, conditions, products, and yield. Dataset: the Open Reaction Database (ORD), a public repository of structured organic reaction records Reactants: C(C)(C)(C)OC(=O)N[C@H]1C[C@@H]([C@H](C1)C1=CC=CC=C1)CN1CCC(CC1)N(CC=C)C(=O)OCC1=CC=C(C=C1)[N+](=O)[O-] (1-(R)-((t-butoxycarbonyl)amino)-3-(S)-((4-(N-(4-nitrobenzyloxycarbonyl)-N-(allyl)amino)piperidin-1-yl)methyl)-4-(S)-phenylcyclopentane), CS(=O)(=O)Cl (methylsulfonyl chloride). Yields the product CS(=O)(=O)N[C@H]1C[C@@H]([C@H](C1)C1=CC=CC=C1)CN1CCC(CC1)N(CC=C)C(=O)OCC1=CC=C(C=C1)[N+](=O)[O-] (1-(R)-((Methylsulfonyl)amino)-3-(S)-((4-(N-(4-nitrobenzyloxycarbonyl)-N-(allyl)amino)piperidin-1-yl)methyl)-4-(S)-phenylcyclopentane). Reaction SMILES: C(OC([NH:8][C@@H:9]1[CH2:13][C@H:12]([C:14]2[CH:19]=[CH:18][CH:17]=[CH:16][CH:15]=2)[C@@H:11]([CH2:20][N:21]2[CH2:26][CH2:25][CH:24]([N:27]([C:31]([O:33][CH2:34][C:35]3[CH:40]=[CH:39][C:38]([N+:41]([O-:43])=[O:42])=[CH:37][CH:36]=3)=[O:32])[CH2:28][CH:29]=[CH2:30])[CH2:23][CH2:22]2)[CH2:10]1)=O)(C)(C)C.[CH3:44][S:45](Cl)(=[O:47])=[O:46]>>[CH3:44][S:45]([NH:8][C@@H:9]1[CH2:13][C@H:12]([C:14]2[CH:19]=[CH:18][CH:17]=[CH:16][CH:15]=2)[C@@H:11]([CH2:20][N:21]2[CH2:26][CH2:25][CH:24]([N:27]([C:31]([O:33][CH2:34][C:35]3[CH:40]=[CH:39][C:38]([N+:41]([O-:43])=[O:42])=[CH:37][CH:36]=3)=[O:32])[CH2:28][CH:29]=[CH2:30])[CH2:23][CH2:22]2)[CH2:10]1)(=[O:47])=[O:46]. Procedure: Using essentially the same procedure as in Example 16, Step A and B but substituting 1-(R)-((t-butoxycarbonyl)amino)-3-(S)-((4-(N-(4-nitrobenzyloxycarbonyl)-N-(allyl)amino)piperidin-1-yl)methyl)-4-(S)-phenylcyclopentane from Example 34 in Step A and methylsulfonyl chloride in Step B, the title compound was prepared. The reactants are [N+](=O)([O-])C1=CC=C(C(=O)N2CC=3N(CC4=C2OC=C4)C=CC3)C=C1 (9,10-dihydro-10-(4-nitrobenzoyl)-4H-furo[2,3-e]pyrrolo[1,2-a][1,4]diazepine), C(C)(=O)OCC (ethyl acetate). Reagents/catalysts: [Pd] (Pd/C). Solvent: C(C)O (ethyl alcohol). Run at time 5 hour. Product: NC1=CC=C(C(=O)N2CC=3N(CC4=C2OC=C4)C=CC3)C=C1 (9,10-Dihydro-10-(4-aminobenzoyl)-4H-furo[2,3-e]pyrrolo[1,2-a][1,4]diazepine). RXN SMILES: [N+:1]([C:4]1[CH:24]=[CH:23][C:7]([C:8]([N:10]2[C:16]3[O:17][CH:18]=[CH:19][C:15]=3[CH2:14][N:13]3[CH:20]=[CH:21][CH:22]=[C:12]3[CH2:11]2)=[O:9])=[CH:6][CH:5]=1)([O-])=O.C(OCC)(=O)C>C(O)C.[Pd]>[NH2:1][C:4]1[CH:24]=[CH:23][C:7]([C:8]([N:10]2[C:16]3[O:17][CH:18]=[CH:19][C:15]=3[CH2:14][N:13]3[CH:20]=[CH:21][CH:22]=[C:12]3[CH2:11]2)=[O:9])=[CH:6][CH:5]=1. Procedure details: A mixture of 1 mmol of 9,10-dihydro-10-(4-nitrobenzoyl)-4H-furo[2,3-e]pyrrolo[1,2-a][1,4]diazepine in 10 ml of ethyl alcohol and 10 ml of ethyl acetate containing 0.2 g of 10% Pd/C is hydrogenated for 5 hours. The reaction mixture is filtered through a pad of diatomaceous earth. The filtrate is concentrated in vacuo to a solid which is purified by flash chromatography on silica gel to give the desired product. The reactants are ClC1=CC(=C(CN2N=CC3=CC(=CC=C23)\C=C/2\C(NC(S2)=O)=O)C=C1)C(F)(F)F ((5Z)-5-({1-[4-chloro-2-(trifluoromethyl)benzyl]-1H-indazol-5-yl}methylidene)-2,4-dioxo-1,3-thiazolidine), BrCCCl (1-bromo-2-chloroethane), Cl.OC1CNC1 (3-hydroxyazetidine hydrochloride). Product: ClC1=CC(=C(CN2N=CC3=CC(=CC=C23)\C=C/2\C(N(C(S2)=O)CCN2CC(C2)O)=O)C=C1)C(F)(F)F ((5Z)-5-({1-[4-Chloro-2-(trifluoromethyl)benzyl]-1H-indazol-5-yl}-methylidene)-3-[2-(3-hydroxyazetidin-1-yl)ethyl]-1,3-thiazolidine-2,4-dione). RXN SMILES: [Cl:1][C:2]1[CH:25]=[CH:24][C:5]([CH2:6][N:7]2[C:15]3[C:10](=[CH:11][C:12](/[CH:16]=[C:17]4/[C:18](=[O:23])[NH:19][C:20](=[O:22])[S:21]/4)=[CH:13][CH:14]=3)[CH:9]=[N:8]2)=[C:4]([C:26]([F:29])([F:28])[F:27])[CH:3]=1.Br[CH2:31][CH2:32]Cl.Cl.[OH:35][CH:36]1[CH2:39][NH:38][CH2:37]1>>[Cl:1][C:2]1[CH:25]=[CH:24][C:5]([CH2:6][N:7]2[C:15]3[C:10](=[CH:11][C:12](/[CH:16]=[C:17]4/[C:18](=[O:23])[N:19]([CH2:31][CH2:32][N:38]5[CH2:39][CH:36]([OH:35])[CH2:37]5)[C:20](=[O:22])[S:21]/4)=[CH:13][CH:14]=3)[CH:9]=[N:8]2)=[C:4]([C:26]([F:27])([F:29])[F:28])[CH:3]=1 |f:2.3|. Procedure: (5Z)-5-({1-[4-Chloro-2-(trifluoromethyl)benzyl]-1H-indazol-5-yl}-methylidene)-3-[2-(3-hydroxyazetidin-1-yl)ethyl]-1,3-thiazolidine-2,4-dione was prepared from [(5Z)-5-({1-[4-chloro-2-(trifluoromethyl)benzyl]-1H-indazol-5-yl}methylidene)-2,4-dioxo-1,3-thiazolidine (from Example 1), 1-bromo-2-chloroethane and 3-hydroxyazetidine hydrochloride following General Procedure G. The reactants are CC1(N)CC1, CC12CCC3C(CC=C4CC(O)CCC43C)C1CCC2=O. The product is CC1(N=C2CCC3C4CC=C5CC(O)CCC5(C)C4CCC23C)CC1. As a reaction SMILES: [CH3:22][C:23]1([NH2:26])[CH2:24][CH2:25]1.[CH:1]12[CH2:2][CH:3]=[C:4]3[CH2:5][CH:6]([OH:7])[CH2:8][CH2:9][C:10]3([CH3:11])[CH:12]1[CH2:13][CH2:14][C:15]1([CH3:16])[C:17](=[O:18])[CH2:19][CH2:20][CH:21]21>>[CH:1]12[CH2:2][CH:3]=[C:4]3[CH2:5][CH:6]([OH:7])[CH2:8][CH2:9][C:10]3([CH3:11])[CH:12]1[CH2:13][CH2:14][C:15]1([CH3:16])[C:17](=[N:26][C:23]3([CH3:22])[CH2:24][CH2:25]3)[CH2:19][CH2:20][CH:21]21. Starting materials: C1CCOC1, CCOc1cc(NC(=O)C2NC(CC(C)(C)C)C(C#N)(c3ccc(Cl)cc3F)C2c2cccc(Cl)c2F)ccc1C(=O)OC, [Li+], [OH-], O, O. The product is CCOc1cc(NC(=O)C2NC(CC(C)(C)C)C(C#N)(c3ccc(Cl)cc3F)C2c2cccc(Cl)c2F)ccc1C(=O)O. As a reaction SMILES: [CH2:48]1[O:49][CH2:50][CH2:51][CH2:52]1.[Cl:1][c:2]1[c:3]([F:44])[c:4]([CH:8]2[CH:9]([C:28](=[O:29])[NH:30][c:31]3[cH:32][c:33]([O:41][CH2:42][CH3:43])[c:34]([C:35](=[O:36])[O:37][CH3:38])[cH:39][cH:40]3)[NH:10][CH:11]([CH2:23][C:24]([CH3:25])([CH3:26])[CH3:27])[C:12]2([C:13]#[N:14])[c:15]2[c:16]([F:22])[cH:17][c:18]([Cl:21])[cH:19][cH:20]2)[cH:5][cH:6][cH:7]1.[Li+:47].[OH-:46].[OH2:45].[OH2:53]>>[Cl:1][c:2]1[c:3]([F:44])[c:4]([CH:8]2[CH:9]([C:28](=[O:29])[NH:30][c:31]3[cH:32][c:33]([O:41][CH2:42][CH3:43])[c:34]([C:35](=[O:36])[OH:37])[cH:39][cH:40]3)[NH:10][CH:11]([CH2:23][C:24]([CH3:25])([CH3:26])[CH3:27])[C:12]2([C:13]#[N:14])[c:15]2[c:16]([F:22])[cH:17][c:18]([Cl:21])[cH:19][cH:20]2)[cH:5][cH:6][cH:7]1.